From a dataset of the Open Reaction Database (ORD), a public repository of structured organic reaction records. describe an organic reaction: reactants, conditions, products, and yield Starting materials: CC(C(CC(C)=O)=O)(C)C (5,5-dimethylhexane-2,4-dione), CS(=O)C (dimethylsulphoxide), Cl[Si](C)(C)C (Chlorotrimethylsilane). Reagents/catalysts: [Br-].C(CCC)[N+](CCCC)(CCCC)CCCC (tetrabutylammonium bromide). Solvent: C(C)#N (acetonitrile), O (water). Reaction conditions: time 3 hour. Product: ClC(C(C)=O)C(C(C)(C)C)=O (3-Chloro-5,5-dimethyl-2,4-hexanedione). The yield is 80.4%. As a reaction SMILES: [Cl:1][Si](C)(C)C.[CH3:6][C:7]([CH3:15])([CH3:14])[C:8](=[O:13])[CH2:9][C:10](=[O:12])[CH3:11].CS(C)=O>[Br-].C([N+](CCCC)(CCCC)CCCC)CCC.C(#N)C.O>[Cl:1][CH:9]([C:8](=[O:13])[C:7]([CH3:15])([CH3:14])[CH3:6])[C:10](=[O:12])[CH3:11] |f:3.4|. Procedure details: Chlorotrimethylsilane (26.8 ml, 0.21 mol) was added dropwise to a stirred pale yellow solution of tetrabutylammonium bromide (1.139, 3.50 mmol) in dry acetonitrile (100 ml) at room temperature under nitrogen. The resulting solution was cooled in ice and 5,5-dimethylhexane-2,4-dione (10.0 g, 70.4 mmol) and then dry dimethylsulphoxide (14.7 ml, 0.21 mol) were added dropwise over 5 minutes producing a yellow solution which was allowed to warm slowly to room temperature with stirring over 3 hours. T... Reactants: COC1=CC=C(C(=O)Cl)C=C1 (p-methoxybenzoyl chloride), [C-]#N.[K+] (potassium cyanide). Reagents/catalysts: [C-]#N.[Zn+2].[C-]#N (zinc cyanide). Reaction conditions: temperature 210 celsius. The product is COC1=CC=C(C(=O)C#N)C=C1 (p-methoxybenzoyl cyanide). Yield: 86.5%. RXN SMILES: [CH3:1][O:2][C:3]1[CH:11]=[CH:10][C:6]([C:7](Cl)=[O:8])=[CH:5][CH:4]=1.[C-:12]#[N:13].[K+]>[C-]#N.[Zn+2].[C-]#N>[CH3:1][O:2][C:3]1[CH:11]=[CH:10][C:6]([C:7]([C:12]#[N:13])=[O:8])=[CH:5][CH:4]=1 |f:1.2,3.4.5|. Reported procedure: In the manner described above, 170 g (1 mol) of p-methoxybenzoyl chloride and 64.5 g (0.99 mol) of potassium cyanide and 1.17 g (0.1 mol) of zinc cyanide were mixed, whilst stirring, and the mixture was heated to 210° C. for 1 hour. A distillation bridge was then connected and the reaction product was separated from the residue direct. On subsequent fractionation, 138 g (86% of theory) of p-methoxybenzoyl cyanide with a melting point of 63° C. were obtained. Starting materials: CCCCP(CCCC)CCCC, CC(C)N1CCC(O)CC1, O=C(N=NC(=O)N1CCCCC1)N1CCCCC1, C1CCOC1, O=C1NCCn2c1cc1cc(O)ccc12. Yields the product CC(C)N1CCC(Oc2ccc3c(c2)cc2n3CCNC2=O)CC1. As a reaction SMILES: [CH2:26]([P:27]([CH2:28][CH2:29][CH2:30][CH3:31])[CH2:32][CH2:33][CH2:34][CH3:35])[CH2:36][CH2:37][CH3:38].[CH:16]([CH3:17])([CH3:18])[N:19]1[CH2:20][CH2:21][CH:22]([OH:25])[CH2:23][CH2:24]1.[N:39]([C:40]([N:41]1[CH2:42][CH2:43][CH2:44][CH2:45][CH2:46]1)=[O:47])=[N:48][C:49]([N:50]1[CH2:51][CH2:52][CH2:53][CH2:54][CH2:55]1)=[O:56].[O:57]1[CH2:58][CH2:59][CH2:60][CH2:61]1.[OH:1][c:2]1[cH:3][c:4]2[cH:5][c:6]3[n:7]([c:8]2[cH:9][cH:10]1)[CH2:11][CH2:12][NH:13][C:14]3=[O:15]>>[O:1]([c:2]1[cH:3][c:4]2[cH:5][c:6]3[n:7]([c:8]2[cH:9][cH:10]1)[CH2:11][CH2:12][NH:13][C:14]3=[O:15])[CH:22]1[CH2:21][CH2:20][N:19]([CH:16]([CH3:17])[CH3:18])[CH2:24][CH2:23]1. Starting materials: O1COC2=C1C=CC(=C2)CNC(=O)C=2SC(=C(C2)[N+](=O)[O-])C (5-methyl-4-nitro-thiophene-2-carboxylic acid (1,3-benzodioxol-5-ylmethyl)-amide). Reagents/catalysts: [Ni] (nickel). Run in CO (methanol). Product: O1COC2=C1C=CC(=C2)CNC(=O)C=2SC(=C(C2)N)C (5-methyl-4-amino-thiophene-2-carboxylic acid (1,3-benzodioxol-5-ylmethyl)-amide). The yield is 93.9%. As a reaction SMILES: [O:1]1[C:5]2[CH:6]=[CH:7][C:8]([CH2:10][NH:11][C:12]([C:14]3[S:15][C:16]([CH3:22])=[C:17]([N+:19]([O-])=O)[CH:18]=3)=[O:13])=[CH:9][C:4]=2[O:3][CH2:2]1>CO.[Ni]>[O:1]1[C:5]2[CH:6]=[CH:7][C:8]([CH2:10][NH:11][C:12]([C:14]3[S:15][C:16]([CH3:22])=[C:17]([NH2:19])[CH:18]=3)=[O:13])=[CH:9][C:4]=2[O:3][CH2:2]1. Reported procedure: Sponge nickel (0.7 g water wet) was added to a solution of 5-methyl-4-nitro-thiophene-2-carboxylic acid (1,3-benzodioxol-5-ylmethyl)-amide (0.72 g, 2.2 mmol) in methanol (50 mL), and the mixture was hydrogenated at room temperature under a hydrogen atmosphere at a starting pressure of 50 psi. After a reaction time of 1.77 hours, the pressure was released, and the mixture was filtered. The slurry was rinsed with methanol, and the filtrate was stripped of solvent under reduced pressure to afford 0... Starting materials: COC(=O)c1cn(-c2ccc(C)c(C(=O)c3ccc(Nc4ccc(F)cc4F)cc3Cl)c2)nn1, CO, CCOC(C)=O, Cl, [Li+], [OH-], O. Product: Cc1ccc(-n2cc(C(=O)O)nn2)cc1C(=O)c1ccc(Nc2ccc(F)cc2F)cc1Cl. As a reaction SMILES: [CH3:1][O:2][C:3](=[O:4])[c:5]1[n:6][n:7][n:8](-[c:10]2[cH:11][c:12]([C:17]([c:18]3[c:19]([Cl:33])[cH:20][c:21]([NH:24][c:25]4[c:26]([F:32])[cH:27][c:28]([F:31])[cH:29][cH:30]4)[cH:22][cH:23]3)=[O:34])[c:13]([CH3:16])[cH:14][cH:15]2)[cH:9]1.[CH3:39][OH:40].[CH3:41][CH2:42][O:43][C:44]([CH3:45])=[O:46].[ClH:38].[Li+:37].[OH-:36].[OH2:35]>>[O:2]=[C:3]([OH:4])[c:5]1[n:6][n:7][n:8](-[c:10]2[cH:11][c:12]([C:17]([c:18]3[c:19]([Cl:33])[cH:20][c:21]([NH:24][c:25]4[c:26]([F:32])[cH:27][c:28]([F:31])[cH:29][cH:30]4)[cH:22][cH:23]3)=[O:34])[c:13]([CH3:16])[cH:14][cH:15]2)[cH:9]1. The product is CCc1nnc(-c2ccc(C=O)cc2)o1. RXN SMILES: [CH2:1]([CH3:2])[c:3]1[n:4][n:5][c:6](-[c:8]2[cH:9][cH:10][c:11]([CH2:14][OH:15])[cH:12][cH:13]2)[o:7]1.[Cl:27][CH2:28][Cl:29].[O:16]=[Cr:17]([Cl:18])([O-:19])=[O:20].[nH+:21]1[cH:22][cH:23][cH:24][cH:25][cH:26]1>>[CH2:1]([CH3:2])[c:3]1[n:4][n:5][c:6](-[c:8]2[cH:9][cH:10][c:11]([CH:14]=[O:15])[cH:12][cH:13]2)[o:7]1. The reactants are CCc1nnc(-c2ccc(CO)cc2)o1, ClCCl, O=[Cr](=O)([O-])Cl, c1cc[nH+]cc1. Starting materials: Cl, Cl, NO, [Na+], [OH-], O, O=C(O)CCC(=O)c1cccs1. Yields the product O=C(CCC(O)=NO)c1cccs1. RXN SMILES: [ClH:18].[ClH:1].[NH2:2][OH:3].[Na+:5].[OH-:4].[OH2:19].[s:6]1[c:7]([C:11]([CH2:12][CH2:13][C:14](=[O:15])[OH:16])=[O:17])[cH:8][cH:9][cH:10]1>>[N:2]([OH:3])=[C:14]([CH2:13][CH2:12][C:11]([c:7]1[s:6][cH:10][cH:9][cH:8]1)=[O:17])[OH:15].